Dataset: the Open Reaction Database (ORD), a public repository of structured organic reaction records. Task: describe an organic reaction: reactants, conditions, products, and yield Reactants: OC(COC1=CC=C(C=C1)C=1C=NC(=NC1)C1=CC=C(C=C1)CCCCCCCCC)C (5-[4-(2-hydroxypropyloxy)phenyl]-2-(4-nonylphenyl)pyrimidine), S-2-butyloxypropanic acid, C1(CCCCC1)N=C=NC1CCCCC1 (dicyclohexylcarbodiimide), CN(C)C1=NC=CC=C1 (dimethylaminopyridine). Solvent: ClCCl (dichloromethane). Conditions: time 2 hour. Product: C(CCCCCCCC)C1=CC=C(C=C1)C1=NC=CC=N1 (2-(4-nonylphenyl)pyrimidine). As a reaction SMILES: OC(C)COC1C=CC([C:11]2[CH:12]=[N:13][C:14]([C:17]3[CH:22]=[CH:21][C:20]([CH2:23][CH2:24][CH2:25][CH2:26][CH2:27][CH2:28][CH2:29][CH2:30][CH3:31])=[CH:19][CH:18]=3)=[N:15][CH:16]=2)=CC=1.C1(N=C=NC2CCCCC2)CCCCC1.CN(C1C=CC=CN=1)C>ClCCl>[CH2:23]([C:20]1[CH:19]=[CH:18][C:17]([C:14]2[N:13]=[CH:12][CH:11]=[CH:16][N:15]=2)=[CH:22][CH:21]=1)[CH2:24][CH2:25][CH2:26][CH2:27][CH2:28][CH2:29][CH2:30][CH3:31]. Procedure: A mixture of 5 g of 5-[4-(2-hydroxypropyloxy)phenyl]-2-(4-nonylphenyl)pyrimidine, 2.6 g of S-2-butyloxypropanic acid, 4 g of dicyclohexylcarbodiimide, 0.3 g of dimethylaminopyridine and 60 ml of dichloromethane was stirred for two hours. After the obtained crystals were filtered off, toluene was added to the filtrate. The mixture was washed with an alkali solution and then with water. The solvent was distilled away. 4 g of S-5-{4-[2-butyloxypropionyloxy)propyloxy]phenyl}-2-(4-nonylphenyl)pyrimid... The product is CCCCNc1nc(N)c2[nH]c(=O)n(CCC3CCOC(C)(C)C3)c2n1. The reactants are CCCCNc1nc(N)c2nc(OC)n(CCC3CCOC(C)(C)C3)c2n1, CO, Cl, C1COCCO1. As a reaction SMILES: [CH2:1]([CH2:2][CH2:3][CH3:4])[NH:5][c:6]1[n:7][c:8]([NH2:27])[c:9]2[n:10][c:11]([O:25][CH3:26])[n:12]([CH2:15][CH2:16][CH:17]3[CH2:18][C:19]([CH3:23])([CH3:24])[O:20][CH2:21][CH2:22]3)[c:13]2[n:14]1.[CH3:35][OH:36].[ClH:28].[O:29]1[CH2:30][CH2:31][O:32][CH2:33][CH2:34]1>>[CH2:1]([CH2:2][CH2:3][CH3:4])[NH:5][c:6]1[n:7][c:8]([NH2:27])[c:9]2[nH:10][c:11](=[O:25])[n:12]([CH2:15][CH2:16][CH:17]3[CH2:18][C:19]([CH3:23])([CH3:24])[O:20][CH2:21][CH2:22]3)[c:13]2[n:14]1. Starting materials: ice, [Cl-].[Al+3].[Cl-].[Cl-] (aluminum chloride), FC1=C(C=CC=C1)OC (2-fluoroanisole), C1(=CC=CC=C1)CC(=O)Cl (phenylacetyl chloride). Run in C(Cl)(Cl)Cl (chloroform), C(Cl)(Cl)Cl (chloroform). Conditions: temperature 0 celsius, time 1 hour. Product: FC=1C=C(C=CC1OC)C(CC1=CC=CC=C1)=O (1-(3-fluoro-4-methoxyphenyl)-2-phenyl-ethan-1-one). Reaction SMILES: [Cl-].[Al+3].[Cl-].[Cl-].[F:5][C:6]1[CH:11]=[CH:10][CH:9]=[CH:8][C:7]=1[O:12][CH3:13].[C:14]1([CH2:20][C:21](Cl)=[O:22])[CH:19]=[CH:18][CH:17]=[CH:16][CH:15]=1>C(Cl)(Cl)Cl>[F:5][C:6]1[CH:11]=[C:10]([C:21](=[O:22])[CH2:20][C:14]2[CH:19]=[CH:18][CH:17]=[CH:16][CH:15]=2)[CH:9]=[CH:8][C:7]=1[O:12][CH3:13] |f:0.1.2.3|. Procedure details: A suspension of aluminum chloride (9.4 g, 70.5 mmol) in a solution of 2-fluoroanisole (6.6 mL, 58.8 mmol) and anhydrous chloroform (200 mL) was cooled to 0° C. under a blanket of dry nitrogen. A solution of phenylacetyl chloride (8.6 mL, 64.7 mmol) in anhydrous chloroform (50 mL) was added to the vigorously stirred suspension over 20 minutes keeping the reaction temperature <5° C. The yellowish solution was stirred at 0° C. for 1 hour, poured into ice (200 mL) and stirred without temperature con... Starting materials: COC1=CC2=C(C(C(N(CC2)CCCCl)=O)=O)C=C1OC (3-(7,8-dimethoxy-1,3,4,5-tetrahydro-2H-3-benzazepin-1,2-dion-3-yl)-propyl chloride), NC1=C(C=C(C=C1Br)SCCCNC)Br (N-[3-(4-amino-3,5-dibromo-phenylthio)-propyl]-methylamine). Product: COC1=CC2=C(C(C(N(CC2)CCCN(CCCSC2=CC(=C(C(=C2)Br)N)Br)C)=O)=O)C=C1OC (N-[3-(7,8-Dimethoxy-1,3,4,5-tetrahydro-2H-3-benzazepin-1,2-dion-3-yl)-propyl]-N-[3-(4-amino-3,5-dibromophenyl thio)-propyl]-methylamine). RXN SMILES: [CH3:1][O:2][C:3]1[C:19]([O:20][CH3:21])=[CH:18][C:6]2[C:7](=[O:17])[C:8](=[O:16])[N:9]([CH2:12][CH2:13][CH2:14]Cl)[CH2:10][CH2:11][C:5]=2[CH:4]=1.[NH2:22][C:23]1[C:28]([Br:29])=[CH:27][C:26]([S:30][CH2:31][CH2:32][CH2:33][NH:34][CH3:35])=[CH:25][C:24]=1[Br:36]>>[CH3:1][O:2][C:3]1[C:19]([O:20][CH3:21])=[CH:18][C:6]2[C:7](=[O:17])[C:8](=[O:16])[N:9]([CH2:12][CH2:13][CH2:14][N:34]([CH3:35])[CH2:33][CH2:32][CH2:31][S:30][C:26]3[CH:27]=[C:28]([Br:29])[C:23]([NH2:22])=[C:24]([Br:36])[CH:25]=3)[CH2:10][CH2:11][C:5]=2[CH:4]=1. Reported procedure: The title compound is prepared from 3-(7,8-dimethoxy-1,3,4,5-tetrahydro-2H-3-benzazepin-1,2-dion-3-yl)-propyl chloride and N-[3-(4-amino-3,5-dibromo-phenylthio)-propyl]-methylamine analogously to Example 1. Starting materials: ClC1=C(C=CC(=C1F)SC1=CC=C(C=C1)C(N(CC)C)=O)[N+](=O)[O-] (2-Chloro-3-fluoro-4-[4-(N-methyl-N-ethylcarbamoyl)phenylsulphanyl]nitrobenzene), C([O-])(O)=O.[Na+] (sodium bicarbonate), CCO (EtOH), O (water). Reagents/catalysts: Cl (HCl), [Fe] (iron). The solvent is CCOC(=O)C (EtOAc). Product: ClC1=C(N)C=CC(=C1F)SC1=CC=C(C=C1)C(N(CC)C)=O (2-Chloro-3-fluoro-4-[4-(N-methyl-N-ethylcarbamoyl)phenylsulphanyl]aniline). Yield: 100.6%. RXN SMILES: [Cl:1][C:2]1[C:7]([F:8])=[C:6]([S:9][C:10]2[CH:15]=[CH:14][C:13]([C:16](=[O:21])[N:17]([CH3:20])[CH2:18][CH3:19])=[CH:12][CH:11]=2)[CH:5]=[CH:4][C:3]=1[N+:22]([O-])=O.CCO.O.C(=O)(O)[O-].[Na+]>Cl.[Fe].CCOC(C)=O>[Cl:1][C:2]1[C:7]([F:8])=[C:6]([S:9][C:10]2[CH:15]=[CH:14][C:13]([C:16](=[O:21])[N:17]([CH3:20])[CH2:18][CH3:19])=[CH:12][CH:11]=2)[CH:5]=[CH:4][C:3]=1[NH2:22] |f:3.4|. Reported procedure: 2-Chloro-3-fluoro-4-[4-(N-methyl-N-ethylcarbamoyl)phenylsulphanyl]nitrobenzene (Method 81; 650 mg. 1.76 mmol) was heated with stirring at 75° C. for 45 minutes with of iron powder (1.06 g), EtOH (1.2 ml), water (0.5 ml) and 2 drops of conc. HCl. The mixture was then allowed to cool to room temp, made basic with saturated sodium bicarbonate solution, and EtOAc was added. The reaction mixture was filtered through a bed of diatomaceous earth, washing through thoroughly with water and EtOAc. The org...